Task: describe an organic reaction: reactants, conditions, products, and yield. Dataset: the Open Reaction Database (ORD), a public repository of structured organic reaction records Starting materials: COC1=C(C=CC(=C1)OC)C(=O)N1CC2CNCC2C1 ((2,4-Dimethoxy-phenyl)-(hexahydro-pyrrolo[3,4-c]pyrrol-2-yl)-methanone), ClC1=NC=CC(=N1)C (2-chloro-4-methylpyrimidine). Product: COC1=C(C=CC(=C1)OC)C(=O)N1CC2CN(CC2C1)C1=NC=CC(=N1)C ((2,4-Dimethoxy-phenyl)-[5-(4-methyl-pyrimidin-2-yl)-hexahydro-pyrrolo[3,4-c]pyrrol-2-yl]-methanone). As a reaction SMILES: [CH3:1][O:2][C:3]1[CH:8]=[C:7]([O:9][CH3:10])[CH:6]=[CH:5][C:4]=1[C:11]([N:13]1[CH2:20][CH:19]2[CH:15]([CH2:16][NH:17][CH2:18]2)[CH2:14]1)=[O:12].Cl[C:22]1[N:27]=[C:26]([CH3:28])[CH:25]=[CH:24][N:23]=1>>[CH3:1][O:2][C:3]1[CH:8]=[C:7]([O:9][CH3:10])[CH:6]=[CH:5][C:4]=1[C:11]([N:13]1[CH2:20][CH:19]2[CH:15]([CH2:16][N:17]([C:22]3[N:27]=[C:26]([CH3:28])[CH:25]=[CH:24][N:23]=3)[CH2:18]2)[CH2:14]1)=[O:12]. Procedure details: The title compound was prepared in a manner analogous to Example 15 utilizing Intermediate 38 and 2-chloro-4-methylpyrimidine. MS (ESI): mass calculated for C20H24FN4O3, 368.43; m/z found 369.3 [M+H]+. The reactants are Cl.CNOC (N,O-dimethyl-hydroxylamine hydrochloride), BrC=1C=NC=C(C(=O)O)C1 (5-bromonicotinic acid), ON1C(CCC1=O)=O (N-hydroxysuccinimide), Cl.C(C)N=C=NCCCN(C)C (1-ethyl-3-(3′-dimethylaminopropyl)carbodiimide hydrochloride). Solvent: C(C)N(CC)CC (triethylamine), C(C)#N (acetonitrile). Run at time 30 minute. Product: CN(C(=O)C=1C=NC=C(C1)Br)OC (N-methyl-N-methoxy-5-bromopyridine-3-carboxamide). The yield is 61.2%. Reaction SMILES: [Br:1][C:2]1[CH:3]=[N:4][CH:5]=[C:6]([CH:10]=1)[C:7](O)=[O:8].ON1C(=O)CCC1=O.Cl.C(N=C=NCCCN(C)C)C.Cl.[CH3:32][NH:33][O:34][CH3:35]>C(#N)C.C(N(CC)CC)C>[CH3:32][N:33]([O:34][CH3:35])[C:7]([C:6]1[CH:5]=[N:4][CH:3]=[C:2]([Br:1])[CH:10]=1)=[O:8] |f:2.3,4.5|. Procedure details: To a suspension of 5-bromonicotinic acid (5.0 g) and N-hydroxysuccinimide (4.27 g) in acetonitrile (60 ml) was added 1-ethyl-3-(3′-dimethylaminopropyl)carbodiimide hydrochloride (7.12 g) at room temperature, and the mixture was stirred for 30 minutes. To the reaction mixture were added N,O-dimethyl-hydroxylamine hydrochloride (2.66 g) and triethylamine (10 ml), and the mixture was stirred for 64 hours and concentrated under reduced pressure. To the residue was added water, and the mixture was ex... The reactants are FC=1C=C(CN2N=CC3=CC(=CC=C23)NC2=NC=NN3C2=C(C=C3)CN3CCSCC3)C=CC1 ([1-(3-fluoro-benzyl)-1H-indazol-5-yl]-[5-(thiomorpholin-4-ylmethyl)-pyrrolo[2,1-f][1,2,4]triazin-4-yl]-amine), ClC1=CC(=CC=C1)C(=O)OO (m-chloroperbenzoic acid). The solvent is C(Cl)(Cl)Cl (chloroform), C(Cl)(Cl)Cl (chloroform). Run at time 1 hour. Yields the product FC=1C=C(CN2N=CC3=CC(=CC=C23)NC2=NC=NN3C2=C(C=C3)CN3CCS(CC3)=O)C=CC1 ([1-(3-Fluoro-benzyl)-1H-indazol-5-yl]-[5-(1-oxo-1λ4-thiomorpholin-4-ylmethyl)-pyrrolo[2,1-f][1,2,4]triazin-4-yl]-amine). Yield: 27.7%. RXN SMILES: [F:1][C:2]1[CH:3]=[C:4]([CH:32]=[CH:33][CH:34]=1)[CH2:5][N:6]1[C:14]2[C:9](=[CH:10][C:11]([NH:15][C:16]3[C:21]4=[C:22]([CH2:25][N:26]5[CH2:31][CH2:30][S:29][CH2:28][CH2:27]5)[CH:23]=[CH:24][N:20]4[N:19]=[CH:18][N:17]=3)=[CH:12][CH:13]=2)[CH:8]=[N:7]1.ClC1C=CC=C(C(OO)=[O:43])C=1>C(Cl)(Cl)Cl>[F:1][C:2]1[CH:3]=[C:4]([CH:32]=[CH:33][CH:34]=1)[CH2:5][N:6]1[C:14]2[C:9](=[CH:10][C:11]([NH:15][C:16]3[C:21]4=[C:22]([CH2:25][N:26]5[CH2:27][CH2:28][S:29](=[O:43])[CH2:30][CH2:31]5)[CH:23]=[CH:24][N:20]4[N:19]=[CH:18][N:17]=3)=[CH:12][CH:13]=2)[CH:8]=[N:7]1. Procedure details: A solution of [1-(3-fluoro-benzyl)-1H-indazol-5-yl]-[5-(thiomorpholin-4-ylmethyl)-pyrrolo[2,1-f][1,2,4]triazin-4-yl]-amine (46 mg, 0.096 mmole) in chloroform (2 mL) was cooled in an ice bath and m-chloroperbenzoic acid (26 mg, 65%, 1 equiv) was added in portions over 12 min. After 1 hr, the reaction was then diluted with chloroform, washed with 6% aq. NaHSO3 solution, sat. aq. NaHCO3 solution and dried (Na2SO4). The solvent was removed and purification by radial chromatography (2 mm silica gel p... The product is ClC1=NC=CC(=C1C)CCl (2-chloro-4-chloromethyl-3-methyl-pyridine). Reported procedure: (2-Chloro-3-methyl-pyridin-4-yl)-methanol (12-4, impure, 0.200 g) was dissolved in 5 mL anhydrous DCM under N2. Anhydrous DMF (0.098 mL, 1.3 mmol) and POCl3 (0.118 mL, 1.27 mmol) were added and the reaction was stirred at RT for 17 h. The reaction was quenched with sat NaHCO3 (aq) and extracted 3× with DCM. The organic phases were dried over Na2SO4, filtered and concentrated to provide 2-chloro-4-chloromethyl-3-methyl-pyridine still contaminated with a major by-product. 2-Chloro-4-chloromethyl-3... The solvent is C(Cl)Cl (DCM). As a reaction SMILES: [Cl:1][C:2]1[C:7]([CH3:8])=[C:6]([CH2:9]O)[CH:5]=[CH:4][N:3]=1.CN(C=O)C.O=P(Cl)(Cl)[Cl:18]>C(Cl)Cl>[Cl:1][C:2]1[C:7]([CH3:8])=[C:6]([CH2:9][Cl:18])[CH:5]=[CH:4][N:3]=1. Run at time 17 hour. Starting materials: CN(C)C=O (DMF), O=P(Cl)(Cl)Cl (POCl3), ClC1=NC=CC(=C1C)CO ((2-Chloro-3-methyl-pyridin-4-yl)-methanol). Starting materials: N1=CC=CC=C1 (pyridine), S(=O)(Cl)Cl (thionyl chloride), C(\C=C\C=CC=CCCCCCC)(=O)O (trans-tridecatrienoic acid). Solvent: C1=CC=CC=C1 (benzene). Conditions: time 1 hour. The product is C(C=C)OC(\C=C\C=CC=CCCCCCC)=O (trans-tridecatrienoic acid allyl ester). RXN SMILES: [C:1]([OH:15])(=[O:14])/[CH:2]=[CH:3]/[CH:4]=[CH:5][CH:6]=[CH:7][CH2:8][CH2:9][CH2:10][CH2:11][CH2:12][CH3:13].N1C=C[CH:19]=[CH:18][CH:17]=1.S(Cl)(Cl)=O>C1C=CC=CC=1>[CH2:19]([O:14][C:1](=[O:15])/[CH:2]=[CH:3]/[CH:4]=[CH:5][CH:6]=[CH:7][CH2:8][CH2:9][CH2:10][CH2:11][CH2:12][CH3:13])[CH:18]=[CH2:17]. Reported procedure: 10.2 g of 3,7,11-trimethyl-2-cis/trans, 4-cis/trans, 10-cis/trans-tridecatrienoic acid are dissolved in 65 ml of absolute benzene and 3.5 ml of pyridine and then treated at a temperature between 5° C and 10° C with 3.4 ml of thionyl chloride (dropping time ca 15 minutes). The mixture is subsequently stirred for 1 hour at room temperature, then the liquid is decanted off and the residue is washed out with benzene. The solution is evaporated to dryness under anhydrous conditions. The residue is di... The yield is 225.4%. As a reaction SMILES: C(=O)([O-])[O-].[Ca+2:5].[NH2:6][C@H:7]([C:12]([OH:14])=[O:13])[CH2:8][C:9]([OH:11])=[O:10]>O>[Ca:5].[NH2:6][C@H:7]([C:12]([OH:14])=[O:13])[CH2:8][C:9]([OH:11])=[O:10] |f:0.1,4.5|. Starting materials: C([O-])([O-])=O.[Ca+2] (calcium carbonate), C([O-])([O-])=O.[Ca+2] (calcium carbonate), N[C@@H](CC(=O)O)C(=O)O (aspartic acid), N[C@@H](CC(=O)O)C(=O)O (aspartic acid). Product: [Ca].N[C@@H](CC(=O)O)C(=O)O (calcium aspartic acid). Run in O (water). Procedure details: 20 g of calcium carbonate (calcium content: 38%) was dispersed in 500 ml of water and dissolved therein by stirring, and 60 g of aspartic acid was added thereto to perform a reaction, then the solution was continually stirred until the calcium carbonate and aspartic acid were entirely dissolved. Bubbles were generated in the initial stage of reaction but they disappeared after a certain time. The resulting reaction solution was centrifuged to remove insoluble materials, and the clear supernatant...